This data is from the Open Reaction Database (ORD), a public repository of structured organic reaction records. The task is: describe an organic reaction: reactants, conditions, products, and yield The reactants are C1CCCCC1 (cyclohexane), CCCC=S (3-methylthiopropionaldehyde), C1(=CC=C(C=C1)S(=O)(=O)O)C (para-toluenesulfonic acid), CC(C(C)O)O (2,3-butanediol). The solvent is O (water). Conditions: time 30 minute. Product: CC1OC(OC1C)CCSC (4,5-DIMETHYL-2-[2-(METHYLTHIO)ETHYL]-1,3-DIOXOLANE). As a reaction SMILES: [CH2:1]1[CH2:6]CCC[CH2:2]1.C1(C)C=C[C:10]([S:13](O)(=O)=O)=CC=1.[CH3:18][CH:19]([OH:23])[CH:20]([OH:22])[CH3:21].CCCC=S>O>[CH3:21][CH:20]1[CH:19]([CH3:18])[O:23][CH:2]([CH2:1][CH2:6][S:13][CH3:10])[O:22]1. Reported procedure: Into a 100 ml reaction flask equipped with spin bar, reflux condenser, heating mantle and hot plate with magnetic stirring apparatus is placed 5 ml cyclohexane, 0.2 grams para-toluenesulfonic acid and 3.5 grams (0.04 moles) of 2,3-butanediol. Over a period of 30 minutes, 4.1 grams (0.04 moles) of 3-methylthiopropionaldehyde is added to the reaction mass. The reaction mass is then heated to reflux and refluxed for a period of 7 hours during which water of reaction is removed. Reactants: NC1=CC=C(C=C1)N1C2=C(NC(CC1=O)=O)C1=CC=CC=C1C=C2 (5-(4-Aminophenyl)-1H-naphtho[1,2-b][1,4]diazepine-2,4(3H,5H)-dione), COC=1C=C(C=CC1)S(=O)(=O)Cl (3-methoxybenzenesulfonyl chloride). Solvent: N1=CC=CC=C1 (pyridine). The product is O=C1CC(N(C2=C(N1)C1=CC=CC=C1C=C2)C2=CC=C(C=C2)NS(=O)(=O)C2=CC(=CC=C2)OC)=O (N-[4-(2,4-Dioxo-1,2,3,4-tetrahydronaphtho[1,2-b][1,4]diazepin-5-yl)phenyl]-3-methoxybenzenesulfonamide). The yield is 57.7%. RXN SMILES: [NH2:1][C:2]1[CH:7]=[CH:6][C:5]([N:8]2[C:14](=[O:15])[CH2:13][C:12](=[O:16])[NH:11][C:10]3[C:17]4[C:22]([CH:23]=[CH:24][C:9]2=3)=[CH:21][CH:20]=[CH:19][CH:18]=4)=[CH:4][CH:3]=1.[CH3:25][O:26][C:27]1[CH:28]=[C:29]([S:33](Cl)(=[O:35])=[O:34])[CH:30]=[CH:31][CH:32]=1>N1C=CC=CC=1>[O:16]=[C:12]1[NH:11][C:10]2[C:17]3[C:22]([CH:23]=[CH:24][C:9]=2[N:8]([C:5]2[CH:6]=[CH:7][C:2]([NH:1][S:33]([C:29]4[CH:30]=[CH:31][CH:32]=[C:27]([O:26][CH3:25])[CH:28]=4)(=[O:35])=[O:34])=[CH:3][CH:4]=2)[C:14](=[O:15])[CH2:13]1)=[CH:21][CH:20]=[CH:19][CH:18]=3. Procedure: 5-(4-Aminophenyl)-1H-naphtho[1,2-b][1,4]diazepine-2,4(3H,5H)-dione (10 mg, 0.032 mmol) obtained in Example 1, (3), and 3-methoxybenzenesulfonyl chloride (13 mg, 0.063 mmol) were treated by heating in pyridine (1.0 mL). After the disappearance of the starting materials was confirmed, the same treatment as that of Example 145 was performed to obtain the title compound (9 mg, yield 59%) as slightly brown amorphous. Starting materials: CCOCC, CN=C=O, C1CCOC1, O, ONCc1ccc(-c2ccccc2)o1. Product: CNC(=O)N(O)Cc1ccc(-c2ccccc2)o1. RXN SMILES: [CH2:19]([O:20][CH2:21][CH3:22])[CH3:23].[CH3:15][N:16]=[C:17]=[O:18].[O:25]1[CH2:26][CH2:27][CH2:28][CH2:29]1.[OH2:24].[c:1]1(-[c:7]2[cH:8][cH:9][c:10]([CH2:12][NH:13][OH:14])[o:11]2)[cH:2][cH:3][cH:4][cH:5][cH:6]1>>[c:1]1(-[c:7]2[cH:8][cH:9][c:10]([CH2:12][N:13]([OH:14])[C:17]([NH:16][CH3:15])=[O:18])[o:11]2)[cH:2][cH:3][cH:4][cH:5][cH:6]1.